Dataset: the Open Reaction Database (ORD), a public repository of structured organic reaction records. Task: describe an organic reaction: reactants, conditions, products, and yield The reactants are COC(=O)c1nn(C)cc1NC(c1ccccc1)(c1ccccc1)c1ccccc1, CO, [Na+], [OH-]. Yields the product Cn1cc(NC(c2ccccc2)(c2ccccc2)c2ccccc2)c(C(=O)O)n1. Reaction SMILES: [CH3:1][O:2][C:3](=[O:4])[c:5]1[n:6][n:7]([CH3:30])[cH:8][c:9]1[NH:10][C:11]([c:12]1[cH:13][cH:14][cH:15][cH:16][cH:17]1)([c:18]1[cH:19][cH:20][cH:21][cH:22][cH:23]1)[c:24]1[cH:25][cH:26][cH:27][cH:28][cH:29]1.[CH3:33][OH:34].[Na+:32].[OH-:31]>>[O:2]=[C:3]([OH:4])[c:5]1[n:6][n:7]([CH3:30])[cH:8][c:9]1[NH:10][C:11]([c:12]1[cH:13][cH:14][cH:15][cH:16][cH:17]1)([c:18]1[cH:19][cH:20][cH:21][cH:22][cH:23]1)[c:24]1[cH:25][cH:26][cH:27][cH:28][cH:29]1. Starting materials: OC1(CCN(CC1)C(=O)OCC)C (ethyl 4-hydroxy-4-methylpiperidine-1-carboxylate), BrC1=CC=CC=C1 (bromobenzene), FC(S(=O)(=O)O)(F)F (trifluoromethanesulfonic acid), [OH-].[Na+] (NaOH). Run at time 3 hour. Product: BrC1=CC=C(C=C1)C1(CCN(CC1)C(=O)OCC)C (ethyl 4-(4-bromophenyl)-4-methylpiperidine-1-carboxylate). The yield is 81.4%. Reaction SMILES: O[C:2]1([CH3:13])[CH2:7][CH2:6][N:5]([C:8]([O:10][CH2:11][CH3:12])=[O:9])[CH2:4][CH2:3]1.[Br:14][C:15]1[CH:20]=[CH:19][CH:18]=[CH:17][CH:16]=1.FC(F)(F)S(O)(=O)=O.[OH-].[Na+]>>[Br:14][C:15]1[CH:20]=[CH:19][C:18]([C:2]2([CH3:13])[CH2:7][CH2:6][N:5]([C:8]([O:10][CH2:11][CH3:12])=[O:9])[CH2:4][CH2:3]2)=[CH:17][CH:16]=1 |f:3.4|. Procedure: At 0° C. under N2 atmosphere, to a solution of ethyl 4-hydroxy-4-methylpiperidine-1-carboxylate (283) (2.4 g, 12.8 mmol) in bromobenzene (20.1 g, 128 mmol) was added trifluoromethanesulfonic acid (19.2 g, 128 mmol). The resulting mixture was stirred at RT for 3 hours before being poured onto ice. The mixture was basified with 1N NaOH and extracted with DCM (20 mL×3). The combined organic layers were washed with brine, dried, concentrated in vacuo and subjected to silica flash column using 0 to 2...